Dataset: the Open Reaction Database (ORD), a public repository of structured organic reaction records. Task: describe an organic reaction: reactants, conditions, products, and yield The reactants are FC(OC1=CC=C(C=O)C=C1)(F)F (4-(trifluoromethoxy)benzaldehyde), FC(C=1C=C(C=CC1)CCN)(F)F (2-(3-trifluoromethyl-phenyl)-ethylamine). Product: FC(OC1=CC=C(CNCCC2=CC(=CC=C2)C(F)(F)F)C=C1)(F)F ((4-trifluoromethoxy-benzyl)-[2-(3-trifluoromethyl-phenyl)-ethyl]-amine), light yellow liquid. Isolated yield 83.0%. RXN SMILES: [F:1][C:2]([F:13])([F:12])[O:3][C:4]1[CH:11]=[CH:10][C:7]([CH:8]=O)=[CH:6][CH:5]=1.[F:14][C:15]([F:26])([F:25])[C:16]1[CH:17]=[C:18]([CH2:22][CH2:23][NH2:24])[CH:19]=[CH:20][CH:21]=1>>[F:1][C:2]([F:13])([F:12])[O:3][C:4]1[CH:11]=[CH:10][C:7]([CH2:8][NH:24][CH2:23][CH2:22][C:18]2[CH:19]=[CH:20][CH:21]=[C:16]([C:15]([F:14])([F:25])[F:26])[CH:17]=2)=[CH:6][CH:5]=1. Procedure details: (4-trifluoromethoxy-benzyl)-[2-(3-trifluoromethyl-phenyl)-ethyl]-amine was synthesized in analogy to the above procedure using 1.232 g 4-(trifluoromethoxy)benzaldehyde (6.48 mmol) and 0.817 g 2-(3-trifluoromethyl-phenyl)-ethylamine (4.32 mmol), 1.31 g (83%) of a light yellow liquid were obtained. MS: 364 (M+H)+. Reactants: BrCC(=O)C=1C=NC=CC1C (2-bromo-1-(4-methylpyridin-3-yl)ethanone), C(C1=CN=CC=C1)(=S)N (thionicotinamide). Yields the product CC1=C(C=NC=C1)C=1N=C(SC1)C=1C=NC=CC1 (4-methyl-3-[2-(3-pyridyl)-1,3-thiazol-4-yl]pyridine). Isolated yield 39.5%. RXN SMILES: Br[CH2:2][C:3]([C:5]1[CH:6]=[N:7][CH:8]=[CH:9][C:10]=1[CH3:11])=O.[C:12]([NH2:20])(=[S:19])[C:13]1[CH:18]=[CH:17][CH:16]=[N:15][CH:14]=1>>[CH3:11][C:10]1[CH:9]=[CH:8][N:7]=[CH:6][C:5]=1[C:3]1[N:20]=[C:12]([C:13]2[CH:14]=[N:15][CH:16]=[CH:17][CH:18]=2)[S:19][CH:2]=1. Procedure: By the reaction in the same manner as in Example 25-iii) using 2-bromo-1-(4-methylpyridin-3-yl)ethanone hydrobromate (432 mg) and thionicotinamide (152 mg), the title compound (110 mg) was obtained as colorless powder crystals. Product: CN(CCCOC1=CC=C(C=C1)OCCCN(C)C)C (1,4-Bis(3-dimethylaminopropyloxy)benzene). Yield: 10.7%. The reactants are C1(O)=CC=C(O)C=C1 (hydroquinon), Cl.CN(CCCCl)C (3-dimethylaminopropyl chloride hydrochloride), [Na] (sodium). Reaction SMILES: [Na].[C:2]1([CH:9]=[CH:8][C:6]([OH:7])=[CH:5][CH:4]=1)[OH:3].Cl.[CH3:11][N:12]([CH3:17])[CH2:13][CH2:14][CH2:15]Cl>CO.Cl>[CH3:11][N:12]([CH3:17])[CH2:13][CH2:14][CH2:15][O:3][C:2]1[CH:9]=[CH:8][C:6]([O:7][CH2:15][CH2:14][CH2:13][N:12]([CH3:17])[CH3:11])=[CH:5][CH:4]=1 |f:2.3,^1:0|. Procedure: First, to a solution of 2.3 g of metallic sodium dissolved in 35 ml of absolute methanol, a solution of 2.2 g of hydroquinon in 15 ml of absolute methanol and a solution of 7.9 g of 3-dimethylaminopropyl chloride hydrochloride in 10 ml absolute methanol were added, and the mixture was heated to reflux for 5 hours. After the reaction was completed, the mixture was evaporated under a reduced pressure, and after adding water to the resulting residue, alkalized with 10% sodium hydroxide, salted-out ... Solvent: Cl (hydrochloric acid), CO (methanol), CO (methanol), CO (methanol).